This data is from the Open Reaction Database (ORD), a public repository of structured organic reaction records. The task is: describe an organic reaction: reactants, conditions, products, and yield The reactants are CCOC(=O)C(CCC1CCCCC1)NC1CSc2ccccc2N(CC(=O)O)C1=O, CO, Cl, [Na+], [OH-]. The product is O=C(O)CN1C(=O)C(NC(CCC2CCCCC2)C(=O)O)CSc2ccccc21. Reaction SMILES: [CH2:2]([CH3:3])[O:4][C:5](=[O:6])[CH:7]([CH2:8][CH2:9][CH:10]1[CH2:11][CH2:12][CH2:13][CH2:14][CH2:15]1)[NH:16][CH:17]1[CH2:18][S:19][c:20]2[c:21]([cH:29][cH:30][cH:31][cH:32]2)[N:22]([CH2:25][C:26](=[O:27])[OH:28])[C:23]1=[O:24].[CH3:35][OH:36].[ClH:1].[Na+:34].[OH-:33]>>[O:4]=[C:5]([OH:6])[CH:7]([CH2:8][CH2:9][CH:10]1[CH2:11][CH2:12][CH2:13][CH2:14][CH2:15]1)[NH:16][CH:17]1[CH2:18][S:19][c:20]2[c:21]([cH:29][cH:30][cH:31][cH:32]2)[N:22]([CH2:25][C:26](=[O:27])[OH:28])[C:23]1=[O:24]. Starting materials: CC(C)CN=C=S, C1CCOC1, NC1CCCN2c3cc(Cl)ccc3Oc3ccccc3C12. Yields the product CC(C)CNC(=S)NC1CCCN2c3cc(Cl)ccc3Oc3ccccc3C12. As a reaction SMILES: [CH2:1]([CH:2]([CH3:3])[CH3:4])[N:5]=[C:6]=[S:7].[CH2:29]1[O:30][CH2:31][CH2:32][CH2:33]1.[Cl:8][c:9]1[cH:10][c:11]2[c:12]([cH:27][cH:28]1)[O:13][c:14]1[c:15]([cH:23][cH:24][cH:25][cH:26]1)[CH:16]1[N:17]2[CH2:18][CH2:19][CH2:20][CH:21]1[NH2:22]>>[CH2:1]([CH:2]([CH3:3])[CH3:4])[NH:5][C:6](=[S:7])[NH:22][CH:21]1[CH:16]2[c:15]3[c:14]([cH:26][cH:25][cH:24][cH:23]3)[O:13][c:12]3[c:11]([cH:10][c:9]([Cl:8])[cH:28][cH:27]3)[N:17]2[CH2:18][CH2:19][CH2:20]1. The reactants are FC1=C(C(=CC=C1F)[N+](=O)[O-])CC(=O)O (2,3-difluoro-6-nitrophenylacetic acid), C(Cl)Cl (methylene chloride), ice water, C(O)([O-])=O.[Na+] (sodium hydrogen carbonate), [BH4-].[Na+] (sodium borohydride). Solvent: O1CCCC1 (tetrahydrofuran), O1CCCC1 (tetrahydrofuran), O1CCCC1 (tetrahydrofuran). Conditions: time 15 minute. Yields the product FC=1C(=C(C=CC1F)[N+](=O)[O-])CCO (3,4-difluoro-2-(2-hydroxyethyl)nitrobenzene). Isolated yield 108.8%. Reaction SMILES: [BH4-].[Na+].[F:3][C:4]1[C:9]([F:10])=[CH:8][CH:7]=[C:6]([N+:11]([O-:13])=[O:12])[C:5]=1[CH2:14][C:15](O)=[O:16].C(Cl)Cl.C(=O)([O-])O.[Na+]>O1CCCC1>[F:3][C:4]1[C:5]([CH2:14][CH2:15][OH:16])=[C:6]([N+:11]([O-:13])=[O:12])[CH:7]=[CH:8][C:9]=1[F:10] |f:0.1,4.5|. Procedure details: 19.8 g of the sodium borohydride was added to 60 ml of tetrahydrofuran, and, while the mixed solution was cooled on ice below 10° C., a solution obtained by dissolving 60 g (276 mmol) of 2,3-difluoro-6-nitrophenylacetic acid in 20 ml of tetrahydrofuran was dropped to the mixed solution through 1 hour. Then, 120 ml of tetrahydrofuran solution dissolving 90 ml of boron trifluoride ethyl ether complex was dropped to the reaction solution through 1 hour below 10° C. The solution was stirred for 15 m... Starting materials: BrC(C1=CC=C(C=C1)F)C1=CC=C(C=C1)F (bromo bis(4-fluoro phenyl)methane), C([O-])([O-])=O.[Na+].[Na+] (sodium carbonate), BrCCO (2-bromoethanol). The solvent is O (water). Conditions: temperature 130 celsius, time 15 hour. Product: FC1=CC=C(C=C1)C(OCCBr)C1=CC=C(C=C1)F (1-[bis(4-fluorophenyl) methoxy]-2-bromoethane). The yield is 73.2%. Reaction SMILES: Br[CH:2]([C:10]1[CH:15]=[CH:14][C:13]([F:16])=[CH:12][CH:11]=1)[C:3]1[CH:8]=[CH:7][C:6]([F:9])=[CH:5][CH:4]=1.C(=O)([O-])[O-].[Na+].[Na+].[Br:23][CH2:24][CH2:25][OH:26]>O>[F:9][C:6]1[CH:7]=[CH:8][C:3]([CH:2]([C:10]2[CH:15]=[CH:14][C:13]([F:16])=[CH:12][CH:11]=2)[O:26][CH2:25][CH2:24][Br:23])=[CH:4][CH:5]=1 |f:1.2.3|. Procedure: A mixture of 49.5 g (0.175 mole) of bromo bis(4-fluoro phenyl)methane, 22.4 g (0.21 mole) of sodium carbonate and 26.9 g (0.21 mole) of 2-bromoethanol was stirred at 130° C. for 15 hours. After cooling, the reaction mixture was taken up with water and extracted with ether. The ethereal phase was washed, dried on sodium sulfate and then concentrated dry. Distillation of the residue yielded 41.9 g (yield: 69.4%) of 1-[bis(4-fluorophenyl) methoxy]-2-bromoethane. The reactants are BrC=1C=C(C=NC1Cl)C(=O)O (5-bromo-6-chloro-3-pyridinecarboxylic acid), N[C@H]1[C@@H](CCCC1)O ((1R,2R)-2-amino-cyclohexanol), COCCCO (3-methoxy-1-propanol), FC1=CC=C(C=C1)B(O)O (4-fluorophenyl-boronic acid). Product: FC1=CC=C(C=C1)C=1C(=NC=C(C(=O)N[C@H]2[C@@H](CCCC2)O)C1)OCCCOC (5-(4-Fluoro-phenyl)-N-((1R,2R)-2-hydroxy-cyclohexyl)-6-(3-methoxy-propoxy)-nicotinamide). Reaction SMILES: Br[C:2]1[CH:3]=[C:4]([C:9]([OH:11])=O)[CH:5]=[N:6][C:7]=1Cl.[CH3:12][O:13][CH2:14][CH2:15][CH2:16][OH:17].[F:18][C:19]1[CH:24]=[CH:23][C:22](B(O)O)=[CH:21][CH:20]=1.[NH2:28][C@@H:29]1[CH2:34][CH2:33][CH2:32][CH2:31][C@H:30]1[OH:35]>>[F:18][C:19]1[CH:24]=[CH:23][C:22]([C:2]2[C:7]([O:17][CH2:16][CH2:15][CH2:14][O:13][CH3:12])=[N:6][CH:5]=[C:4]([CH:3]=2)[C:9]([NH:28][C@@H:29]2[CH2:34][CH2:33][CH2:32][CH2:31][C@H:30]2[OH:35])=[O:11])=[CH:21][CH:20]=1. Procedure: The title compound was synthesized in analogy to the procedure described for the preparation of Example 31, using 5-bromo-6-chloro-3-pyridinecarboxylic acid, 3-methoxy-1-propanol (commercially available), 4-fluorophenyl-boronic acid (commercially available), and (1R,2R)-2-amino-cyclohexanol (commercially available) to give the title compound as a colorless solid, MS (ISP): 403.5 (M+H)+. Procedure: A mixture of 1.52 g of ethyl 2-(2-chlorobenzoyl)amino-1,3-thiazole-4-carboxylate, 0.68 g of potassium hydroxide, 1.8 mL of water and 9 mL of ethanol was stirred at room temperature for 4 hrs. After the reaction mixture was diluted with water, it was washed with ethyl acetate. The separated aqueous phase was acidified with an aqueous 2N-hydrochloric acid solution and the precipitated crude product was washed with water and dried to obtain 0.96 g of the aimed 2-(2-chlorobenzoyl)amino-1,3-thiazole-... Reaction conditions: time 4 hour. Product: ClC1=C(C(=O)NC=2SC=C(N2)C(=O)O)C=CC=C1 (2-(2-chlorobenzoyl)amino-1,3-thiazole-4-carboxylic acid). Solvent: O (water), O (water). As a reaction SMILES: [Cl:1][C:2]1[CH:20]=[CH:19][CH:18]=[CH:17][C:3]=1[C:4]([NH:6][C:7]1[S:8][CH:9]=[C:10]([C:12]([O:14]CC)=[O:13])[N:11]=1)=[O:5].[OH-].[K+].C(O)C>O>[Cl:1][C:2]1[CH:20]=[CH:19][CH:18]=[CH:17][C:3]=1[C:4]([NH:6][C:7]1[S:8][CH:9]=[C:10]([C:12]([OH:14])=[O:13])[N:11]=1)=[O:5] |f:1.2|. Starting materials: ClC1=C(C(=O)NC=2SC=C(N2)C(=O)OCC)C=CC=C1 (ethyl 2-(2-chlorobenzoyl)amino-1,3-thiazole-4-carboxylate), [OH-].[K+] (potassium hydroxide), C(C)O (ethanol). Yield: 69.4%.